The task is: describe an organic reaction: reactants, conditions, products, and yield. This data is from the Open Reaction Database (ORD), a public repository of structured organic reaction records. Reactants: C(CC)(=O)OC(CC)=O (Propionic anhydride), O=S1(CCC(C=C1)C1=CC=C(C=C1)N1C(O[C@H](C1)CNC(C(F)F)=O)=O)=O (N-[[(5S)-3-[4-(3,4-dihydro-1,1-dioxido-2H-thiopyran-4-yl)phenyl]-2-oxo-5-oxazolidinyl]methyl]-2,2-difluoroacetamide). Solvent: N1=CC=CC=C1 (pyridine), ClCCl (dichloromethane). Run at time 4 hour. The product is O=S1(CCC(C=C1)C1=CC=C(C=C1)N1C(O[C@H](C1)CNC(CC)=O)=O)=O (N-[[(5S)-3-[4-(3,4-dihydro-1,1-dioxido-2H-thiopyran-4-yl)phenyl]-2-oxo-5-oxazolidinyl]methyl]propionamide). The yield is 84.1%. Reaction SMILES: [C:1](OC(=O)CC)(=O)CC.[O:10]=[S:11]1(=[O:36])[CH:16]=[CH:15][CH:14]([C:17]2[CH:22]=[CH:21][C:20]([N:23]3[CH2:27][C@H:26]([CH2:28][NH:29][C:30](=[O:34])[CH:31](F)F)[O:25][C:24]3=[O:35])=[CH:19][CH:18]=2)[CH2:13][CH2:12]1>N1C=CC=CC=1.ClCCl>[O:10]=[S:11]1(=[O:36])[CH:16]=[CH:15][CH:14]([C:17]2[CH:22]=[CH:21][C:20]([N:23]3[CH2:27][C@H:26]([CH2:28][NH:29][C:30](=[O:34])[CH2:31][CH3:1])[O:25][C:24]3=[O:35])=[CH:19][CH:18]=2)[CH2:13][CH2:12]1. Reported procedure: Propionic anhydride (0.136 ml, 1.06 mmol) is added dropwise to the crude amine hydrochloride prepared in Step 1 of Example 15 (0.316 g, 0.88 mmol) in a mixture of pyridine (4 mL) and dichloromethane (4 mL). The mixture is stirred for 4 hours and then evaporated to dryness. The residue is purified by PTLC (10% methanol/dichloromethane) to give the title compound as white solid (0.28 g, 80%). M.p. 144-7° C.